Dataset: the Open Reaction Database (ORD), a public repository of structured organic reaction records. Task: describe an organic reaction: reactants, conditions, products, and yield The product is CC1=NC2=C(C=CC=C2C=C1)OCC(C)=O (2-methyl-8-(2-oxopropoxy)quinoline). Starting materials: CC1=NC2=C(C=CC=C2C=C1)O (2-Methyl-8-hydroxyquinoline), C([O-])([O-])=O.[K+].[K+] (potassium carbonate), CN(C=O)C (N,N-dimethylformamide), ClCC(C)=O (chloroacetone), ice water. Run in C1CCOC1 (THF). Reported procedure: 2-Methyl-8-hydroxyquinoline (0.80 g, 5 mmol), potassium carbonate (0.69 g, 5 mmol) and dry N,N-dimethylformamide (DMF) (40 ml) were stirred at room temperature for 30 min. To this solution was added chloroacetone (0.46 g, 5 mmol) in dry THF (10 ml) in one portion. The resulting mixture was stirred at room temperature for 24 h. (monitored by TLC) and then poured into ice water (100 ml). The pale yellow solid thus obtained was collected and crystallized from dichloromethane and ether to afford 2-m... Reaction SMILES: [CH3:1][C:2]1[CH:11]=[CH:10][C:9]2[C:4](=[C:5]([OH:12])[CH:6]=[CH:7][CH:8]=2)[N:3]=1.C(=O)([O-])[O-].[K+].[K+].CN(C)C=O.Cl[CH2:25][C:26](=[O:28])[CH3:27]>C1COCC1>[CH3:1][C:2]1[CH:11]=[CH:10][C:9]2[C:4](=[C:5]([O:12][CH2:25][C:26](=[O:28])[CH3:27])[CH:6]=[CH:7][CH:8]=2)[N:3]=1 |f:1.2.3|. Isolated yield 71.5%. Run at time 24 hour.